This data is from the Open Reaction Database (ORD), a public repository of structured organic reaction records. The task is: describe an organic reaction: reactants, conditions, products, and yield Starting materials: [OH-].[NH4+] (ammonium hydroxide), IC1=C(C(=O)Cl)C=CC=C1 (o-iodobenzoyl chloride). The product is IC1=C(C(=O)N)C=CC=C1 (o-iodobenzamide). As a reaction SMILES: [OH-].[NH4+:2].[I:3][C:4]1[CH:12]=[CH:11][CH:10]=[CH:9][C:5]=1[C:6](Cl)=[O:7]>>[I:3][C:4]1[CH:12]=[CH:11][CH:10]=[CH:9][C:5]=1[C:6]([NH2:2])=[O:7] |f:0.1|. Reported procedure: A total of 50 ml of a 15 M ammonium hydroxide solution was reacted with 15 g o-iodobenzoyl chloride for 20 minutes. The crude product was recovered as in Example 1. The product was recrystallized from ethanol to yield 7.8 g of o-iodobenzamide, m.p. 187°-189°, Rf 0.63. The reactants are CCO, Cl, CCOC(=O)c1cnc(N2CCc3ccccc32)nc1OCc1ccc(F)cc1, [Na+], C1CCOC1, [OH-]. Product: O=C(O)c1cnc(N2CCc3ccccc32)nc1OCc1ccc(F)cc1. RXN SMILES: [CH3:38][CH2:39][OH:40].[ClH:37].[N:1]1([c:10]2[n:11][cH:12][c:13]([C:25](=[O:26])[O:27][CH2:28][CH3:29])[c:14]([O:16][CH2:17][c:18]3[cH:19][cH:20][c:21]([F:24])[cH:22][cH:23]3)[n:15]2)[CH2:2][CH2:3][c:4]2[cH:5][cH:6][cH:7][cH:8][c:9]21.[Na+:31].[O:32]1[CH2:33][CH2:34][CH2:35][CH2:36]1.[OH-:30]>>[N:1]1([c:10]2[n:11][cH:12][c:13]([C:25](=[O:26])[OH:27])[c:14]([O:16][CH2:17][c:18]3[cH:19][cH:20][c:21]([F:24])[cH:22][cH:23]3)[n:15]2)[CH2:2][CH2:3][c:4]2[cH:5][cH:6][cH:7][cH:8][c:9]21.